This data is from the Open Reaction Database (ORD), a public repository of structured organic reaction records. The task is: describe an organic reaction: reactants, conditions, products, and yield Starting materials: CCOC(=O)c1coc(C(CCCC2CCCCC2)CC(=O)NOCc2ccccc2)n1, C1COCCO1, [Li+], [OH-], O, O. Product: O=C(CC(CCCC1CCCCC1)c1nc(C(=O)O)co1)NOCc1ccccc1. RXN SMILES: [CH2:1]([c:2]1[cH:3][cH:4][cH:5][cH:6][cH:7]1)[O:8][NH:9][C:10]([CH2:11][CH:12]([CH2:13][CH2:14][CH2:15][CH:16]1[CH2:17][CH2:18][CH2:19][CH2:20][CH2:21]1)[c:22]1[o:23][cH:24][c:25]([C:27](=[O:28])[O:29][CH2:30][CH3:31])[n:26]1)=[O:32].[CH2:36]1[O:37][CH2:38][CH2:39][O:40][CH2:41]1.[Li+:35].[OH-:34].[OH2:33].[OH2:42]>>[CH2:1]([c:2]1[cH:3][cH:4][cH:5][cH:6][cH:7]1)[O:8][NH:9][C:10]([CH2:11][CH:12]([CH2:13][CH2:14][CH2:15][CH:16]1[CH2:17][CH2:18][CH2:19][CH2:20][CH2:21]1)[c:22]1[o:23][cH:24][c:25]([C:27](=[O:28])[OH:29])[n:26]1)=[O:32]. The reactants are ClCCl, CC(=O)OC(C)=O, CC12CCC(=O)C=C1CCC1C2CCC2(C)C(=O)CC(O)C12, c1ccncc1. The product is CC(=O)OC1CC(=O)C2(C)CCC3C(CCC4=CC(=O)CCC43C)C12. Reaction SMILES: [CH2:36]([Cl:37])[Cl:38].[CH3:23][C:24](=[O:25])[O:26][C:27](=[O:28])[CH3:29].[OH:1][CH:2]1[CH2:3][C:4](=[O:22])[C:5]2([CH3:6])[CH:7]1[CH:8]1[CH2:9][CH2:10][C:11]3=[CH:12][C:13](=[O:21])[CH2:14][CH2:15][C:16]3([CH3:17])[CH:18]1[CH2:19][CH2:20]2.[cH:30]1[cH:31][cH:32][n:33][cH:34][cH:35]1>>[O:1]([CH:2]1[CH2:3][C:4](=[O:22])[C:5]2([CH3:6])[CH:7]1[CH:8]1[CH2:9][CH2:10][C:11]3=[CH:12][C:13](=[O:21])[CH2:14][CH2:15][C:16]3([CH3:17])[CH:18]1[CH2:19][CH2:20]2)[C:24]([CH3:23])=[O:25]. Reactants: C[Si](C)(C)[N-][Si](C)(C)C.[Na+] (sodium bis(trimethylsilyl)amide), IC (iodomethane), O=C1OC[C@@H](N1)CC(=O)OCC1=CC=CC=C1 ((S)-benzyl 2-(2-oxooxazolidin-4-yl)acetate). Run in C1CCOC1 (THF), C1CCOC1 (THF), C1CCOC1 (THF). Reaction conditions: temperature -78 celsius, time 1 hour. The product is O=C1OC[C@@H](N1)[C@H](C(=O)OCC1=CC=CC=C1)C ((R)-benzyl 2-((S)-2-oxooxazolidin-4-yl)propanoate). Isolated yield 90.3%. As a reaction SMILES: C[Si]([N-][Si](C)(C)C)(C)C.[Na+].[O:11]=[C:12]1[NH:16][C@@H:15]([CH2:17][C:18]([O:20][CH2:21][C:22]2[CH:27]=[CH:26][CH:25]=[CH:24][CH:23]=2)=[O:19])[CH2:14][O:13]1.I[CH3:29]>C1COCC1>[O:11]=[C:12]1[NH:16][C@@H:15]([C@@H:17]([CH3:29])[C:18]([O:20][CH2:21][C:22]2[CH:27]=[CH:26][CH:25]=[CH:24][CH:23]=2)=[O:19])[CH2:14][O:13]1 |f:0.1|. Procedure details: To a solution of sodium bis(trimethylsilyl)amide (1M in THF; 68.0 mL) under argon atmosphere was added THF (40.4 mL). The mixture was cooled to −78° C. and a solution of (S)-benzyl 2-(2-oxooxazolidin-4-yl)acetate (7.80 g, 33.2 mmol) in THF (85 mL) was added slowly over ˜15 min. The mixture was stirred for 1 hr at −78° C. and a solution of iodomethane (4.25 mL, 68.0 mmol) in THF (40.4 mL) was added slowly over ˜10 min. The reaction mixture was stirred for 1 hr at −78° C. and ˜1 hr at −40° C. The ... Product: N[C@@H](CC(N)=O)C(=O)N[C@@H](CC(C)C)C(=O)N[C@@H](CCC(N)=O)C(=O)NNC(=O)OC(C)(C)C (H-Asn-Leu-Gln-NHNHBoc). The reagents and catalysts are [Pd] (palladium black). The solvent is CO (methanol). Reaction SMILES: [NH:1](C(OCC1C=CC=CC=1)=O)[C@H:2]([C:7]([NH:9][C@H:10]([C:15]([NH:17][C@H:18]([C:24]([NH:26][NH:27][C:28]([O:30][C:31]([CH3:34])([CH3:33])[CH3:32])=[O:29])=[O:25])[CH2:19][CH2:20][C:21](=[O:23])[NH2:22])=[O:16])[CH2:11][CH:12]([CH3:14])[CH3:13])=[O:8])[CH2:3][C:4](=[O:6])[NH2:5].[H][H]>CO.[Pd]>[NH2:1][C@H:2]([C:7]([NH:9][C@H:10]([C:15]([NH:17][C@H:18]([C:24]([NH:26][NH:27][C:28]([O:30][C:31]([CH3:33])([CH3:32])[CH3:34])=[O:29])=[O:25])[CH2:19][CH2:20][C:21](=[O:23])[NH2:22])=[O:16])[CH2:11][CH:12]([CH3:14])[CH3:13])=[O:8])[CH2:3][C:4](=[O:6])[NH2:5]. Reactants: N([C@@H](CC(N)=O)C(=O)N[C@@H](CC(C)C)C(=O)N[C@@H](CCC(N)=O)C(=O)NNC(=O)OC(C)(C)C)C(=O)OCC1=CC=CC=C1 (Z-Asn-Leu-Gln-NHNHBoc), [H][H] (hydrogen). Reported procedure: 2.43 Grams of Z-Asn-Leu-Gln-NHNHBoc was suspended in 80 ml of methanol, a small amount of palladium black was added to the suspension, and the suspension was stirred for 18 hours under the condition of introducing hydrogen gas. After completion of the reaction, the catalyst was removed by suction filtration, the filtrate was subjected to distillation under a reduced pressure to remove the solvent, the residue obtained was dried under a reduced pressure in a desiccator to obtain the desired produ... Reactants: CS(=O)(=O)Cl, CN(C)C=O, Cc1c[nH]c2c1C(=O)CC(c1ccccc1)C2, [H-], [Na+]. The product is Cc1cn(S(C)(=O)=O)c2c1C(=O)CC(c1ccccc1)C2. Reaction SMILES: [CH3:20][S:21](=[O:22])(=[O:23])[Cl:24].[CH3:25][N:26]([CH3:27])[CH:28]=[O:29].[CH3:3][c:4]1[cH:5][nH:6][c:7]2[c:12]1[C:11](=[O:13])[CH2:10][CH:9]([c:14]1[cH:15][cH:16][cH:17][cH:18][cH:19]1)[CH2:8]2.[H-:1].[Na+:2]>>[CH3:3][c:4]1[cH:5][n:6]([S:21]([CH3:20])(=[O:22])=[O:23])[c:7]2[c:12]1[C:11](=[O:13])[CH2:10][CH:9]([c:14]1[cH:15][cH:16][cH:17][cH:18][cH:19]1)[CH2:8]2. Reactants: COc1ccc(-c2ccc3cnc(OS(=O)(=O)C(F)(F)F)nn23)cn1, Nc1ccc2nc(CO)[nH]c2c1. The product is COc1ccc(-c2ccc3cnc(Nc4ccc5nc(CO)[nH]c5c4)nn23)cn1. As a reaction SMILES: [CH3:1][O:2][c:3]1[cH:4][cH:5][c:6](-[c:9]2[cH:10][cH:11][c:12]3[cH:13][n:14][c:15]([O:18][S:19]([C:20]([F:21])([F:22])[F:23])(=[O:24])=[O:25])[n:16][n:17]23)[cH:7][n:8]1.[NH2:26][c:27]1[cH:28][cH:29][c:30]2[c:31]([nH:32][c:33]([CH2:35][OH:36])[n:34]2)[cH:37]1>>[CH3:1][O:2][c:3]1[cH:4][cH:5][c:6](-[c:9]2[cH:10][cH:11][c:12]3[cH:13][n:14][c:15]([NH:26][c:27]4[cH:28][cH:29][c:30]5[c:31]([nH:32][c:33]([CH2:35][OH:36])[n:34]5)[cH:37]4)[n:16][n:17]23)[cH:7][n:8]1.